From a dataset of the Open Reaction Database (ORD), a public repository of structured organic reaction records. describe an organic reaction: reactants, conditions, products, and yield The reactants are CC(C)(C)OC(=O)NC(Cc1ccccc1)C1CO1, NCc1ccccc1. The product is CC(C)(C)OC(=O)NC(Cc1ccccc1)C(O)CNCc1ccccc1. Reaction SMILES: [C:1]([CH3:2])([CH3:3])([CH3:4])[O:5][C:6]([NH:7][CH:8]([CH2:9][c:10]1[cH:11][cH:12][cH:13][cH:14][cH:15]1)[CH:16]1[O:17][CH2:18]1)=[O:19].[NH2:20][CH2:21][c:22]1[cH:23][cH:24][cH:25][cH:26][cH:27]1>>[C:1]([CH3:2])([CH3:3])([CH3:4])[O:5][C:6]([NH:7][CH:8]([CH2:9][c:10]1[cH:11][cH:12][cH:13][cH:14][cH:15]1)[CH:16]([OH:17])[CH2:18][NH:20][CH2:21][c:22]1[cH:23][cH:24][cH:25][cH:26][cH:27]1)=[O:19].